Dataset: the Open Reaction Database (ORD), a public repository of structured organic reaction records. Task: describe an organic reaction: reactants, conditions, products, and yield Product: NC1=C(C=C(C(=O)NC)C=C1C)C (4-Amino-N,3,5-trimethylbenzamide). Reactants: CNC(C1=CC(=C(C(=C1)C)[N+](=O)[O-])C)=O (N,3,5-trimethyl-4-nitrobenzamide), [H][H] (hydrogen). RXN SMILES: [CH3:1][NH:2][C:3](=[O:15])[C:4]1[CH:9]=[C:8]([CH3:10])[C:7]([N+:11]([O-])=O)=[C:6]([CH3:14])[CH:5]=1.[H][H]>[Pd].CO>[NH2:11][C:7]1[C:6]([CH3:14])=[CH:5][C:4]([C:3]([NH:2][CH3:1])=[O:15])=[CH:9][C:8]=1[CH3:10]. Run in CO (methanol). Procedure details: 10% Palladium on carbon (100 mg) is added to a solution of N,3,5-trimethyl-4-nitrobenzamide (1 g) in methanol (10 mL) and the mixture is hydrogenated for 3 hours under 3 bar hydrogen pressure. Then the catalyst is filtered off and washed with methanol. The combined mother liquors are concentrated to give the title compound. Yield: 850 mg; LC (method 21): tR=6.02; Mass spectrum (ESI+): m/z=179 [M+H]+. The reagents and catalysts are [Pd] (Palladium on carbon). The reactants are O=C([O-])[O-], COC(=O)CS, CN(C)C=O, Cl, FC(F)(F)CCI, [K+], [K+]. Yields the product COC(=O)CSCCC(F)(F)F. RXN SMILES: [C:14](=[O:15])([O-:16])[O-:17].[C:1]([CH2:2][SH:3])(=[O:4])[O:5][CH3:6].[CH3:21][N:22]([CH3:23])[CH:24]=[O:25].[ClH:20].[I:7][CH2:8][CH2:9][C:10]([F:11])([F:12])[F:13].[K+:18].[K+:19]>>[C:1]([CH2:2][S:3][CH2:8][CH2:9][C:10]([F:11])([F:12])[F:13])(=[O:4])[O:5][CH3:6]. The reactants are CCOC(=O)c1cc(C(C)(C)C)n(CCc2ccc(F)cc2)c1C, CCO, [Na+], C1CCOC1, [OH-]. The product is Cc1c(C(=O)O)cc(C(C)(C)C)n1CCc1ccc(F)cc1. As a reaction SMILES: [C:1]([CH3:2])([CH3:3])([CH3:4])[c:5]1[cH:6][c:7]([C:20](=[O:21])[O:22][CH2:23][CH3:24])[c:8]([CH3:19])[n:9]1[CH2:10][CH2:11][c:12]1[cH:13][cH:14][c:15]([F:18])[cH:16][cH:17]1.[CH3:27][CH2:28][OH:29].[Na+:26].[O:30]1[CH2:31][CH2:32][CH2:33][CH2:34]1.[OH-:25]>>[C:1]([CH3:2])([CH3:3])([CH3:4])[c:5]1[cH:6][c:7]([C:20](=[O:21])[OH:22])[c:8]([CH3:19])[n:9]1[CH2:10][CH2:11][c:12]1[cH:13][cH:14][c:15]([F:18])[cH:16][cH:17]1. Reactants: O=C([O-])[O-], C=CCBr, CC(C)=O, [K+], [K+], O=c1cc(O)c2cccnc2n1-c1ccccc1. The product is C=CCOc1cc(=O)n(-c2ccccc2)c2ncccc12. As a reaction SMILES: [C:19](=[O:20])([O-:21])[O-:22].[CH2:25]([CH:26]=[CH2:27])[Br:28].[CH3:29][C:30](=[O:31])[CH3:32].[K+:23].[K+:24].[OH:1][c:2]1[cH:3][c:4](=[O:18])[n:5](-[c:12]2[cH:13][cH:14][cH:15][cH:16][cH:17]2)[c:6]2[n:7][cH:8][cH:9][cH:10][c:11]12>>[O:1]([c:2]1[cH:3][c:4](=[O:18])[n:5](-[c:12]2[cH:13][cH:14][cH:15][cH:16][cH:17]2)[c:6]2[n:7][cH:8][cH:9][cH:10][c:11]12)[CH2:27][CH:26]=[CH2:25]. Reactants: NC=1C=C(C=CC1Br)NC(C1=CC(=CC=C1)C(C)(C)C#N)=O (N-(3-amino-4-bromophenyl)-3-(2-cyanopropan-2-yl)benzamide), N1=C2C(=NC=C1)SC(=C2)C(=O)Cl (thieno[2,3-b]pyrazine-6-carbonyl chloride). Solvent: O1CCOCC1 (dioxane), O (water). Run at temperature 100 celsius, time 2 hour. Product: BrC1=C(C=C(C=C1)NC(C1=CC(=CC=C1)C(C)(C)C#N)=O)NC(=O)C1=CC=2C(=NC=CN2)S1 (N-(2-bromo-5-(3-(2-cyanopropan-2-yl)benzamido)phenyl)thieno[2,3-b]pyrazine-6-carboxamide). RXN SMILES: [NH2:1][C:2]1[CH:3]=[C:4]([NH:9][C:10](=[O:22])[C:11]2[CH:16]=[CH:15][CH:14]=[C:13]([C:17]([C:20]#[N:21])([CH3:19])[CH3:18])[CH:12]=2)[CH:5]=[CH:6][C:7]=1[Br:8].[N:23]1[CH:28]=[CH:27][N:26]=[C:25]2[S:29][C:30]([C:32](Cl)=[O:33])=[CH:31][C:24]=12>O1CCOCC1.O>[Br:8][C:7]1[CH:6]=[CH:5][C:4]([NH:9][C:10](=[O:22])[C:11]2[CH:16]=[CH:15][CH:14]=[C:13]([C:17]([C:20]#[N:21])([CH3:18])[CH3:19])[CH:12]=2)=[CH:3][C:2]=1[NH:1][C:32]([C:30]1[S:29][C:25]2=[N:26][CH:27]=[CH:28][N:23]=[C:24]2[CH:31]=1)=[O:33]. Reported procedure: A mixture of N-(3-amino-4-bromophenyl)-3-(2-cyanopropan-2-yl) 62 (215 mg, 0.600 mmol) and thieno[2,3-b]pyrazine-6-carbonyl chloride 63 (238 mg, 1.2 mmol) in dioxane (1 mL) was stirred for 2 h in microwave at 100° C. The reaction mixture was poured out in water, precipitate filtered off and washed with water and dried. Crystallization with acetonitrile gave crude compound 64 (340 mg, 109%). A sample of compound 64 was purified by HPLC to give the title compound N-(2-bromo-5-(3-(2-cyanopropan-2-yl... Reactants: [Na] (sodium), C(CC(=O)OCC)(=O)OCC (diethyl malonate), CC=1C=C(CCl)C=CC1C (3,4-dimethylbenzyl chloride). Solvent: C(C)OCC (ethyl ether), C(C)O (ethanol). Conditions: temperature 0 celsius, time 30 minute. Product: CC=1C=C(C=CC1C)CCC(=O)O (3-(3,4-dimethylphenyl)propanoic acid). Isolated yield 55.0%. As a reaction SMILES: [C:1]([O:9]CC)(=[O:8])[CH2:2][C:3](OCC)=O.[Na].[CH3:13][C:14]1[CH:15]=[C:16]([CH:19]=[CH:20][C:21]=1[CH3:22])CCl>C(O)C.C(OCC)C>[CH3:13][C:14]1[CH:15]=[C:16]([CH2:3][CH2:2][C:1]([OH:9])=[O:8])[CH:19]=[CH:20][C:21]=1[CH3:22] |^1:11|. Procedure details: To a solution of 70.0 ml of diethyl malonate dissolved in 400 ml of dry ethanol was added 10.0 g of metalic sodium. The reaction mixture was stirred for 30 minutes and cooled to 0° C; and 66.5 g of 3,4-dimethylbenzyl chloride was added thereto. This reaction mixture was stirred for 1 hour at room temperature, heated at the boiling temperature for 4 hours and concentrated under reduced pressure to produce residues, which were dissolved in ethyl ether. This ethereal solution was washed with water.... Starting materials: Cl.ClC1=NC2=CC=CC=C2C(=N1)N(C)C1=CC=C(C=C1)OC ((2-chloro-quinazolin-4-yl)-(4-methoxy-phenyl)-methyl-amine hydrochloride), NCCCO (3-amino-propan-1-ol), C(Cl)(Cl)Cl (Chloroform). Solvent: CCCCO (n-BuOH). Conditions: temperature 115 celsius. Yields the product COC1=CC=C(C=C1)N(C1=NC(=NC2=CC=CC=C12)NCCCO)C (3-{4-[(4-Methoxy-phenyl)-methyl-amino]-quinazolin-2-ylamino}-propan-1-ol). Yield: 79.6%. As a reaction SMILES: Cl.Cl[C:3]1[N:12]=[C:11]([N:13]([C:15]2[CH:20]=[CH:19][C:18]([O:21][CH3:22])=[CH:17][CH:16]=2)[CH3:14])[C:10]2[C:5](=[CH:6][CH:7]=[CH:8][CH:9]=2)[N:4]=1.[NH2:23][CH2:24][CH2:25][CH2:26][OH:27].C(Cl)(Cl)Cl>CCCCO>[CH3:22][O:21][C:18]1[CH:19]=[CH:20][C:15]([N:13]([CH3:14])[C:11]2[C:10]3[C:5](=[CH:6][CH:7]=[CH:8][CH:9]=3)[N:4]=[C:3]([NH:23][CH2:24][CH2:25][CH2:26][OH:27])[N:12]=2)=[CH:16][CH:17]=1 |f:0.1|. Procedure details: A mixture of (2-chloro-quinazolin-4-yl)-(4-methoxy-phenyl)-methyl-amine hydrochloride (88 mg, 0.26 mmol) and 3-amino-propan-1-ol (62 μL, 0.82 mmol) in n-BuOH (2 mL) was heated at 115° C. for 29 h then concd in vacuo. Chloroform (5 mL) was added and this washed with satd NaHCO3 (1×2 mL); then dried (MgSO4), filtered through silica with a wash of 100:10:1 CHCl3:MeOH:concd NH4OH, concd then purified by MPLC (amine column (Isco 60-2203-201)/0-100% i-PrOH in CHCl3) yielding the title compound as a pa... Starting materials: CCc1cc(OCC2CN(C)c3ccccc3O2)cc(C)c1C(=O)Cl, CO, CC#N, COC(=O)C1(c2ccc(C(F)(F)F)c(N)c2)CC1, c1ccncc1. The product is CCc1cc(OCC2CN(C)c3ccccc3O2)cc(C)c1C(=O)Nc1cc(C2(C(=O)OC)CC2)ccc1C(F)(F)F. As a reaction SMILES: [CH2:19]([CH3:20])[c:21]1[c:22]([C:23](=[O:24])[Cl:25])[c:26]([CH3:43])[cH:27][c:28]([O:30][CH2:31][CH:32]2[O:33][c:34]3[c:35]([cH:39][cH:40][cH:41][cH:42]3)[N:36]([CH3:38])[CH2:37]2)[cH:29]1.[CH3:44][OH:45].[CH3:46][C:47]#[N:48].[NH2:1][c:2]1[cH:3][c:4]([C:12]2([C:15](=[O:16])[O:17][CH3:18])[CH2:13][CH2:14]2)[cH:5][cH:6][c:7]1[C:8]([F:9])([F:10])[F:11].[cH:49]1[cH:50][cH:51][n:52][cH:53][cH:54]1>>[NH:1]([c:2]1[cH:3][c:4]([C:12]2([C:15](=[O:16])[O:17][CH3:18])[CH2:13][CH2:14]2)[cH:5][cH:6][c:7]1[C:8]([F:9])([F:10])[F:11])[C:23]([c:22]1[c:21]([CH2:19][CH3:20])[cH:29][c:28]([O:30][CH2:31][CH:32]2[O:33][c:34]3[c:35]([cH:39][cH:40][cH:41][cH:42]3)[N:36]([CH3:38])[CH2:37]2)[cH:27][c:26]1[CH3:43])=[O:24]. Starting materials: Cc1ccsc1CO, CC(C)OC(=O)N=NC(=O)OC(C)C, C1CCOC1, COC(=O)CCC(C(=O)c1cccc(O)c1)c1ccccc1C, c1ccc(P(c2ccccc2)c2ccccc2)cc1. Yields the product COC(=O)CCC(C(=O)c1cccc(OCc2sccc2C)c1)c1ccccc1C. As a reaction SMILES: [CH3:57][c:58]1[c:59]([CH2:63][OH:64])[s:60][cH:61][cH:62]1.[O:20]=[C:21]([O:22][CH:23]([CH3:24])[CH3:25])[N:26]=[N:27][C:28]([O:29][CH:30]([CH3:31])[CH3:32])=[O:33].[O:65]1[CH2:66][CH2:67][CH2:68][CH2:69]1.[OH:34][c:35]1[cH:36][c:37]([C:41]([CH:42]([CH2:43][CH2:44][C:45](=[O:46])[O:47][CH3:48])[c:49]2[c:50]([CH3:55])[cH:51][cH:52][cH:53][cH:54]2)=[O:56])[cH:38][cH:39][cH:40]1.[c:1]1([P:2]([c:3]2[cH:4][cH:5][cH:6][cH:7][cH:8]2)[c:9]2[cH:10][cH:11][cH:12][cH:13][cH:14]2)[cH:15][cH:16][cH:17][cH:18][cH:19]1>>[O:34]([c:35]1[cH:36][c:37]([C:41]([CH:42]([CH2:43][CH2:44][C:45](=[O:46])[O:47][CH3:48])[c:49]2[c:50]([CH3:55])[cH:51][cH:52][cH:53][cH:54]2)=[O:56])[cH:38][cH:39][cH:40]1)[CH2:63][c:59]1[c:58]([CH3:57])[cH:62][cH:61][s:60]1.